This data is from the Open Reaction Database (ORD), a public repository of structured organic reaction records. The task is: describe an organic reaction: reactants, conditions, products, and yield The yield is 58.4%. Reaction SMILES: Cl.[Cl:2][C:3]1[C:4]([CH3:11])=[C:5]([NH:9][NH2:10])[CH:6]=[CH:7][CH:8]=1.C(O[CH:15]=[C:16]([C:19]#[N:20])[C:17]#[N:18])C>>[NH2:20][C:19]1[N:9]([C:5]2[CH:6]=[CH:7][CH:8]=[C:3]([Cl:2])[C:4]=2[CH3:11])[N:10]=[CH:15][C:16]=1[C:17]#[N:18] |f:0.1|. The product is NC1=C(C=NN1C1=C(C(=CC=C1)Cl)C)C#N (5-amino-1-(3-chloro-2-methylphenyl)-1H-pyrazole-4-carbonitrile). Starting materials: Cl.ClC=1C(=C(C=CC1)NN)C ((3-Chloro-2-methylphenyl)hydrazine hydrochloride), C(C)OC=C(C#N)C#N (2-(Ethoxymethylene)malononitrile). Procedure: (3-Chloro-2-methylphenyl)hydrazine hydrochloride (CAS no. 65208-12-0) (9 g, 46.61 mmol) was partitioned between EtOAc (100 mL) and NaOH (2M, aq) (60 mL). The organic layer separated and washed with water (50 mL), brine (50 mL), dried (MgSO4), filtered and concentrated. The resultant oil was suspended in MeOH (100 mL) under nitrogen at −5° C. 2-(Ethoxymethylene)malononitrile (5.69 g, 46.61 mmol) was added portionwise over 5 mins and the mixture stirred at ˜0° C. for 30 mins. The reaction mixture ... Conditions: temperature 0 celsius, time 30 minute. Reactants: CCNC1(C(N)=O)CCN(Cc2ccccc2)CC1, CO, [OH-], [OH-], [Pd+2]. Yields the product CCNC1(C(N)=O)CCNCC1. Reaction SMILES: [CH2:1]([c:2]1[cH:3][cH:4][cH:5][cH:6][cH:7]1)[N:8]1[CH2:9][CH2:10][C:11]([C:14](=[O:15])[NH2:16])([NH:17][CH2:18][CH3:19])[CH2:12][CH2:13]1.[CH3:20][OH:21].[OH-:22].[OH-:23].[Pd+2:24]>>[NH:8]1[CH2:9][CH2:10][C:11]([C:14](=[O:15])[NH2:16])([NH:17][CH2:18][CH3:19])[CH2:12][CH2:13]1. The product is FC(F)(F)c1ccccc1CNCCOc1cccc(-c2noc3ccsc23)c1. Reactants: BrCCOc1cccc(-c2noc3ccsc23)c1, O=C([O-])[O-], CC#N, NCc1ccccc1C(F)(F)F, [K+], [K+]. RXN SMILES: [Br:1][CH2:2][CH2:3][O:4][c:5]1[cH:6][c:7](-[c:11]2[n:12][o:13][c:14]3[c:15]2[s:16][cH:17][cH:18]3)[cH:8][cH:9][cH:10]1.[C:19](=[O:20])([O-:21])[O-:22].[CH3:37][C:38]#[N:39].[F:25][C:26]([c:27]1[c:28]([CH2:29][NH2:30])[cH:31][cH:32][cH:33][cH:34]1)([F:35])[F:36].[K+:23].[K+:24]>>[CH2:2]([CH2:3][O:4][c:5]1[cH:6][c:7](-[c:11]2[n:12][o:13][c:14]3[c:15]2[s:16][cH:17][cH:18]3)[cH:8][cH:9][cH:10]1)[NH:30][CH2:29][c:28]1[c:27]([C:26]([F:25])([F:35])[F:36])[cH:34][cH:33][cH:32][cH:31]1. The reactants are CC(C)(C)OC(=O)Nc1cc(Cl)c(I)cc1[N+](=O)[O-], CNCCO, CS(C)=O. Yields the product CN(CCO)c1cc(NC(=O)OC(C)(C)C)c([N+](=O)[O-])cc1I. As a reaction SMILES: [C:1]([CH3:2])([CH3:3])([CH3:4])[O:5][C:6]([NH:7][c:8]1[c:9]([N+:16](=[O:17])[O-:18])[cH:10][c:11]([I:15])[c:12]([Cl:14])[cH:13]1)=[O:19].[CH3:20][NH:21][CH2:22][CH2:23][OH:24].[CH3:25][S:26]([CH3:27])=[O:28]>>[C:1]([CH3:2])([CH3:3])([CH3:4])[O:5][C:6]([NH:7][c:8]1[c:9]([N+:16](=[O:17])[O-:18])[cH:10][c:11]([I:15])[c:12]([N:21]([CH3:20])[CH2:22][CH2:23][OH:24])[cH:13]1)=[O:19].